describe an organic reaction: reactants, conditions, products, and yield From a dataset of the Open Reaction Database (ORD), a public repository of structured organic reaction records. The reactants are N#CN (cyanamide), N(=C=S)C1=CC=C(C=C1)N1CCN(CC1)CC1CC1 (1-(4-Isothiocyanatophenyl)-4-(1-cyclopropylmethyl)piperazine), BrCC(=O)C1=CC(=C(C=C1)OC)F (2-bromo-1-(3-fluoro-4-methoxyphenyl)ethanone). Yields the product NC=1N=C(SC1C(=O)C1=CC(=C(C=C1)OC)F)NC1=CC=C(C=C1)N1CCN(CC1)CC1CC1 ({4-Amino-2-[4-(4-cyclopropylmethyl-piperazin-1-yl)-phenylamino]-thiazol-5-yl}-(3-fluoro-4-methoxy-phenyl)-methanone). RXN SMILES: [N:1]#[C:2][NH2:3].[N:4]([C:7]1[CH:12]=[CH:11][C:10]([N:13]2[CH2:18][CH2:17][N:16]([CH2:19][CH:20]3[CH2:22][CH2:21]3)[CH2:15][CH2:14]2)=[CH:9][CH:8]=1)=[C:5]=[S:6].Br[CH2:24][C:25]([C:27]1[CH:32]=[CH:31][C:30]([O:33][CH3:34])=[C:29]([F:35])[CH:28]=1)=[O:26]>>[NH2:1][C:2]1[N:3]=[C:5]([NH:4][C:7]2[CH:8]=[CH:9][C:10]([N:13]3[CH2:14][CH2:15][N:16]([CH2:19][CH:20]4[CH2:22][CH2:21]4)[CH2:17][CH2:18]3)=[CH:11][CH:12]=2)[S:6][C:24]=1[C:25]([C:27]1[CH:32]=[CH:31][C:30]([O:33][CH3:34])=[C:29]([F:35])[CH:28]=1)=[O:26]. Procedure: This compound was prepared from cyanamide, 1-(4-isothiocyanatophenyl)-4-cyclopropylmethylpiperazine (of Example 14G) and 2-bromo-1-(3-fluoro-4-methoxyphenyl)ethanone (of Example 13) following the procedure used in Example 24. Mass spectrum (ES) MH+=482. Starting materials: ClC1=CC=C(C=C1)C (4-chlorotoluene), C([O-])([O-])=O.[Cs+].[Cs+] (cesium carbonate), N1C=CC2=CC=CC=C12 (indole), C(C)(C)(C)P(C(C)(C)C)C(C)(C)C (tri-t-butylphosphine). Reagents/catalysts: C=1C=CC(=CC1)/C=C/C(=O)/C=C/C2=CC=CC=C2.C=1C=CC(=CC1)/C=C/C(=O)/C=C/C2=CC=CC=C2.[Pd] (Pd(dba)2). Solvent: C1(=CC=CC=C1)C (toluene). Reaction conditions: time 12 hour. Yields the product CC1=CC=C(C=C1)N1C=CC2=CC=CC=C12 (N-(4-methylphenyl)indole). Yield: 66.1%. RXN SMILES: Cl[C:2]1[CH:7]=[CH:6][C:5]([CH3:8])=[CH:4][CH:3]=1.[NH:9]1[C:17]2[C:12](=[CH:13][CH:14]=[CH:15][CH:16]=2)[CH:11]=[CH:10]1.C(P(C(C)(C)C)C(C)(C)C)(C)(C)C.C(=O)([O-])[O-].[Cs+].[Cs+]>C1(C)C=CC=CC=1.C1C=CC(/C=C/C(/C=C/C2C=CC=CC=2)=O)=CC=1.C1C=CC(/C=C/C(/C=C/C2C=CC=CC=2)=O)=CC=1.[Pd]>[CH3:8][C:5]1[CH:6]=[CH:7][C:2]([N:9]2[C:17]3[C:12](=[CH:13][CH:14]=[CH:15][CH:16]=3)[CH:11]=[CH:10]2)=[CH:3][CH:4]=1 |f:3.4.5,7.8.9|. Reported procedure: Soc., Jpn., 55:1116-1120 (1982)). The above general procedure was followed using of 4-chlorotoluene (126 mg, 1.00 mmol), indole (117 mg, 1.00 mmol), 4 mol % Pd(dba)2, 4 mol % tri-t-butylphosphine, and cesium carbonate (1.50) in 1.0 mL of toluene. After 12 hours at 100° C., the reaction mixture was adsorbed onto silica gel and chromatographed with 10% ethyl acetate/hexanes to give 137 mg (66%) of N-(4-methylphenyl)indole. 1H NMR (500 MHz, CDCl3) δ 7.70 (d, J=7.8 Hz, 1H), 7.54 (d, J=8.2 Hz, 1H), 7... Starting materials: C(#N)C1=CC=C(C=O)C=C1 (4-cyanobenzaldehyde), Cl (HCl), C(C)OC(CCN)=O (β-alanine ethyl ester), [OH-].[Li+].CO (lithium hydroxide methanol), C(#N)[BH3-].[Na+] (sodiumcyanoborohydride). Solvent: CN(C=O)C (N,N-dimethylformamide), C(C)(=O)O (acetic acid). Conditions: time 10 minute. Product: C(#N)C1=CC=C(CNCCC(=O)O)C=C1 (3-[4-cyanobenzyl]aminopropanoic acid). Isolated yield 79.0%. RXN SMILES: [C:1]([C:3]1[CH:10]=[CH:9][C:6]([CH:7]=O)=[CH:5][CH:4]=1)#[N:2].C([O:13][C:14](=[O:18])[CH2:15][CH2:16][NH2:17])C.Cl.C([BH3-])#N.[Na+].[OH-].[Li+].CO>CN(C)C=O.C(O)(=O)C>[C:1]([C:3]1[CH:10]=[CH:9][C:6]([CH2:7][NH:17][CH2:16][CH2:15][C:14]([OH:18])=[O:13])=[CH:5][CH:4]=1)#[N:2] |f:3.4,5.6.7|. Procedure: 4-cyanobenzaldehyde (0.65 g; 5 mmoles) and β-alanine ethyl ester.HCl (0.76 g; 5 mmoles) were dissolved in N,N-dimethylformamide (10 ml) containing 1% acetic acid. After 10 min., sodiumcyanoborohydride (0.35 g; 5 mmoles) was added to the solution. The reaction mixture was stirred at room temperature for 12 hrs. and taken down to dryness under reduced pressure. The residue was treated with 1N lithium hydroxide/methanol (1:1; 20 ml) for 15 min. Methanol was removed and the pH of the remaining solut... The reactants are ONC(=N)C=1C=CC2=C(NC(CO2)=O)C1 (N-Hydroxy-3-oxo-3,4-dihydro-2H-benzo[1,4]oxazine-6-carboxamidine), C(=O)[O-].[NH4+] (ammonium formiate). Reagents/catalysts: [Pd] (Pd/C). Run in C(C)(=O)O (acetic acid). Reaction conditions: temperature 0 celsius. Yields the product O=C1COC2=C(N1)C=C(C=C2)C(=N)N (3-Oxo-3,4-dihydro-2H-benzo[1,4]oxazine-6-carboxamidine). RXN SMILES: O[NH:2][C:3]([C:5]1[CH:6]=[CH:7][C:8]2[O:13][CH2:12][C:11](=[O:14])[NH:10][C:9]=2[CH:15]=1)=[NH:4].C([O-])=O.[NH4+]>C(O)(=O)C.[Pd]>[O:14]=[C:11]1[NH:10][C:9]2[CH:15]=[C:5]([C:3]([NH2:4])=[NH:2])[CH:6]=[CH:7][C:8]=2[O:13][CH2:12]1 |f:1.2|. Reported procedure: 8.7 mmol of N-Hydroxy-3-oxo-3,4-dihydro-2H-benzo[1,4]oxazine-6-carboxamidine were dissolved in 25 ml acetic acid. 5 eq. of ammonium formiate and 0.05 eq. of Pd/C (10%) were added and the reaction mixture heated to reflux overnight. The reaction mixture was concentrated, cooled to 0° C. and the pH adjusted to 8 using aq. NaOH (28%). The resulting solid was filtered off and washed with water. MS(ISO): 192.2 (M−H+) The reactants are O=C(CCl)N1CCCC1, CCOC(=O)c1c2ccc(CC(=O)NO)ccc-2c(C(=O)OCC)c1N, [Na]. The product is CCOC(=O)c1c2ccc(CC(=O)NOCC(=O)N3CCCC3)ccc-2c(C(=O)OCC)c1N. Reaction SMILES: [Cl:28][CH2:29][C:30](=[O:31])[N:32]1[CH2:33][CH2:34][CH2:35][CH2:36]1.[NH2:2][c:3]1[c:4]([C:23](=[O:24])[O:25][CH2:26][CH3:27])[c:5]2[cH:6][cH:7][c:8]([CH2:18][C:19]([NH:20][OH:21])=[O:22])[cH:9][cH:10][c:11]-2[c:12]1[C:13](=[O:14])[O:15][CH2:16][CH3:17].[Na:1]>>[NH2:2][c:3]1[c:4]([C:23](=[O:24])[O:25][CH2:26][CH3:27])[c:5]2[cH:6][cH:7][c:8]([CH2:18][C:19]([NH:20][O:21][CH2:29][C:30](=[O:31])[N:32]3[CH2:33][CH2:34][CH2:35][CH2:36]3)=[O:22])[cH:9][cH:10][c:11]-2[c:12]1[C:13](=[O:14])[O:15][CH2:16][CH3:17]. Starting materials: ClC=1C=CC2=C(C=CN3C(C2)=NN=C3S(=O)(=O)C)C1 (8-chloro-3-methylsulfonyl-11H-s-triazolo[3,4-b][3]benzazepine), [OH-].[K+] (potassium hydroxide). Solvent: O1CCOCC1 (dioxane). Conditions: temperature 95 celsius. Product: ClC=1C=CC2=C(C=CN3C(C2)=NNC3=O)C1 (8-chloro-2,11-dihydro-3H-s-triazolo[3,4-b][3]benzazepin-3-one). RXN SMILES: [Cl:1][C:2]1[CH:3]=[CH:4][C:5]2[CH2:11][C:10]3=[N:12][N:13]=[C:14](S(C)(=O)=O)[N:9]3[CH:8]=[CH:7][C:6]=2[CH:19]=1.[OH-:20].[K+]>O1CCOCC1>[Cl:1][C:2]1[CH:3]=[CH:4][C:5]2[CH2:11][C:10]3=[N:12][NH:13][C:14](=[O:20])[N:9]3[CH:8]=[CH:7][C:6]=2[CH:19]=1 |f:1.2|. Reported procedure: To 2.3 g of 8-chloro-3-methylsulfonyl-11H-s-triazolo[3,4-b][3]benzazepine in 20 ml of dioxane was added 10 ml of 2N-potassium hydroxide and the mixture was heated on a water bath at 95° C. for 30 minutes. The solvent was evaporated off and water was added to the residue. The mixture was made acidic with 2N-HCl and the resultant crystalline precipitate was recovered by filtration and dried. By the above procedure was obtained 8-chloro-2,11-dihydro-3H-s-triazolo[3,4-b][3]benzazepin-3-one as crysta... Starting materials: CC(C)(C)O, N#Cc1ccc(N2CCN(Cc3cn4cc(Cl)ccc4n3)CC2)c(F)c1, [Na+], [OH-], O, OO. The product is NC(=O)c1ccc(N2CCN(Cc3cn4cc(Cl)ccc4n3)CC2)c(F)c1. As a reaction SMILES: [CH3:29][C:30]([CH3:31])([CH3:32])[OH:33].[Cl:1][c:2]1[cH:3][cH:4][c:5]2[n:6]([cH:7]1)[cH:8][c:9]([CH2:11][N:12]1[CH2:13][CH2:14][N:15]([c:18]3[c:19]([F:26])[cH:20][c:21]([C:22]#[N:23])[cH:24][cH:25]3)[CH2:16][CH2:17]1)[n:10]2.[Na+:28].[OH-:27].[OH2:36].[OH:34][OH:35]>>[Cl:1][c:2]1[cH:3][cH:4][c:5]2[n:6]([cH:7]1)[cH:8][c:9]([CH2:11][N:12]1[CH2:13][CH2:14][N:15]([c:18]3[c:19]([F:26])[cH:20][c:21]([C:22]([NH2:23])=[O:33])[cH:24][cH:25]3)[CH2:16][CH2:17]1)[n:10]2. The reactants are CC1(C)OCCn2c1nc(C(=O)O)c(OCc1ccccc1)c2=O, CCOCC, O=C(Cl)C(=O)Cl, ClCCl, NN, CN(C)C=O. Yields the product CC1(C)OCCn2c1nc(C(=O)NN)c(OCc1ccccc1)c2=O. Reaction SMILES: [CH2:1]([c:2]1[cH:3][cH:4][cH:5][cH:6][cH:7]1)[O:8][c:9]1[c:10]([C:22](=[O:23])[OH:24])[n:11][c:12]2[n:17]([c:18]1=[O:19])[CH2:16][CH2:15][O:14][C:13]2([CH3:20])[CH3:21].[CH3:41][CH2:42][O:43][CH2:44][CH3:45].[Cl:30][C:31]([C:32]([Cl:33])=[O:34])=[O:35].[Cl:38][CH2:39][Cl:40].[NH2:36][NH2:37].[O:25]=[CH:26][N:27]([CH3:28])[CH3:29]>>[CH2:1]([c:2]1[cH:3][cH:4][cH:5][cH:6][cH:7]1)[O:8][c:9]1[c:10]([C:22](=[O:24])[NH:36][NH2:37])[n:11][c:12]2[n:17]([c:18]1=[O:19])[CH2:16][CH2:15][O:14][C:13]2([CH3:20])[CH3:21].